From a dataset of the Open Reaction Database (ORD), a public repository of structured organic reaction records. describe an organic reaction: reactants, conditions, products, and yield The yield is 23.0%. Solvent: O (water). The reactants are C(C=C)(=O)N (acrylamide), COC1=C2CCC(=CC2=CC=C1)N1CCCC1 (1-(5-methoxy-3,4-dihydronaphthalen-2-yl)pyrrolidine). Procedure: A mixture of acrylamide (146 g, 2.0 mol) and 1-(5-methoxy-3,4-dihydronaphthalen-2-yl)pyrrolidine (156 g, 0.68 mol) was heated at 80° C. for 2 h and then 130° C. for a further 0.75 h. The mixture was cooled and water (1L) was added. The resultant brown precipitate was collected by filtration, washed with water and dried in vacuo. Trituration with hot ethanol (2L) gave the title compound as a white solid (35.9 g, 23%). As a reaction SMILES: [C:1]([NH2:5])(=[O:4])[CH:2]=[CH2:3].[CH3:6][O:7][C:8]1[CH:17]=[CH:16][CH:15]=[C:14]2[C:9]=1[CH2:10][CH2:11][C:12](N1CCCC1)=[CH:13]2>O>[CH3:6][O:7][C:8]1[C:9]2[CH2:10][CH2:11][C:12]3[NH:5][C:1](=[O:4])[CH2:2][CH2:3][C:13]=3[C:14]=2[CH:15]=[CH:16][CH:17]=1. Product: COC1=CC=CC=2C=3CCC(NC3CCC21)=O (7-Methoxy-1,4,5,6-tetrahydro-2H-benzo[f]quinolin-3-one). Reaction conditions: temperature 80 celsius, time 0.75 hour. Reactants: [H-].[Na+] (NaH), C(CCC)[Li] (n-butyl lithium), FC(C1CO1)(F)F (1,1,1-trifluoro-2,3-epoxypropane), ClC=1C=C(C(=C(C1)C=NC1=C2C=CC(NC2=CC(=C1)F)=O)OC)F (5-{[1-(5-chloro-3-fluoro-2-methoxyphenyl)methylidene]amino}-7-fluoro-1H-quinolin-2-one), [Si](C)(C)(C(C)(C)C)Cl (t-Butyldimethylsilyl chloride), [Si](C)(C)(C(C)(C)C)N1C(C=CC2=C(C=C(C=C12)F)N=CC1=C(C(=CC(=C1)Cl)F)OC)=O (1-{t-butyldimethylsilyl}-5-{[1-(5-chloro-3-fluoro-2-methoxyphenyl)methylidene]amino}-7-fluoroquinolin-2-one). The solvent is C1CCOC1 (THF), CCCCCC (hexane), C(C)OCC (diethyl ether), C1CCOC1 (THF), CCCCCC (hexane), C1CCOC1 (THF), C1CCOC1 (THF). Conditions: time 2.5 hour. Product: ClC=1C=C(C(=C(C1)C(C1(OC1)C(F)(F)F)NC1=C2C=CC(NC2=CC(=C1)F)=O)OC)F (5-{[(5-chloro-3-fluoro-2-methoxyphenyl)(2-trifluoromethyloxiranyl)methyl]-amino}-7-fluoro-1H-quinolin-2-one). Reaction SMILES: [H-].[Na+].[Cl:3][C:4]1[CH:5]=[C:6]([F:26])[C:7]([O:24][CH3:25])=[C:8]([CH:10]=[N:11][C:12]2[CH:21]=[C:20]([F:22])[CH:19]=[C:18]3[C:13]=2[CH:14]=[CH:15][C:16](=[O:23])[NH:17]3)[CH:9]=1.[Si](Cl)(C(C)(C)C)(C)C.[F:35][C:36]([F:41])([F:40])[CH:37]1[O:39][CH2:38]1.C([Li])CCC.[Si](N1C2C(=C(N=CC3C=C(Cl)C=C(F)C=3OC)C=C(F)C=2)C=CC1=O)(C(C)(C)C)(C)C>C1COCC1.CCCCCC.C(OCC)C>[Cl:3][C:4]1[CH:5]=[C:6]([F:26])[C:7]([O:24][CH3:25])=[C:8]([CH:10]([NH:11][C:12]2[CH:21]=[C:20]([F:22])[CH:19]=[C:18]3[C:13]=2[CH:14]=[CH:15][C:16](=[O:23])[NH:17]3)[C:37]2([C:36]([F:41])([F:40])[F:35])[CH2:38][O:39]2)[CH:9]=1 |f:0.1|. Reported procedure: To 0.54 g (3 mmol) 5-amino-7-fluoro-1H-quinolin-2-one and 0.57 g (3 mmol) 5-chloro-3-fluoro-2-methoxybenzaldehyde in 9 ml toluene and 2.6 ml 1,4-dioxane are added 0.65 ml acetic acid and 2.4 ml tetrabutyl orthotitanate. The mixture is heated over 17 hours to 110° C., cooled to room temperature and poured into aqueous ammonium fluoride solution. Ethyl acetate is added and the mixture is stirred vigorously for 1 hour. Phases are separated and addition of ethylacetate is repeated two times while st... The reactants are N(=[N+]=[N-])C1C(NC2=C(CC1)C=CC=C2)=O (3-azido-2,3,4,5-tetrahydro-1H-[1]benzazepin-2-one), [H-].[Na+] (sodium hydride), BrCC(=O)OCC1=CC=CC=C1 (benzyl bromoacetate). The solvent is CN(C=O)C (dimethylformamide), CN(C=O)C (dimethylformamide), C1(=CC=CC=C1)C (toluene). Conditions: temperature 0 celsius, time 1.5 hour. Yields the product N(=[N+]=[N-])C1C(N(C2=C(CC1)C=CC=C2)CC(=O)OCC2=CC=CC=C2)=O (3-azido-1-benzyloxycarbonylmethyl-2,3,4,5-tetrahydro-1H-[1]benzazepin-2-one). Reaction SMILES: [N:1]([CH:4]1[CH2:10][CH2:9][C:8]2[CH:11]=[CH:12][CH:13]=[CH:14][C:7]=2[NH:6][C:5]1=[O:15])=[N+:2]=[N-:3].[H-].[Na+].Br[CH2:19][C:20]([O:22][CH2:23][C:24]1[CH:29]=[CH:28][CH:27]=[CH:26][CH:25]=1)=[O:21]>CN(C)C=O.C1(C)C=CC=CC=1>[N:1]([CH:4]1[CH2:10][CH2:9][C:8]2[CH:11]=[CH:12][CH:13]=[CH:14][C:7]=2[N:6]([CH2:19][C:20]([O:22][CH2:23][C:24]2[CH:29]=[CH:28][CH:27]=[CH:26][CH:25]=2)=[O:21])[C:5]1=[O:15])=[N+:2]=[N-:3] |f:1.2|. Reported procedure: A solution of 3-azido-2,3,4,5-tetrahydro-1H-[1]benzazepin-2-one (8.7 g, 0.043 mol), in dry dimethylformamide (75 ml) was added during 30 min to a stirred suspension of sodium hydride [from a 60% mineral oil dispersion (1.9 g) washed with petroleum ether (3×150 ml)] in dry dimethylformamide (250 ml) maintained at 0° C. under a nitrogen atmosphere. Stirring was continued for an additional 1.5 hours, then benzyl bromoacetate (10.8 g; 0.047 mol) in dry dimethylformamide (75 ml) was added during 45 m... The reactants are CNC=1C=NC=CC1C1=NC=CC=C1C (methyl-(3-methyl-[2,4]bipyridinyl-3′-yl)-amine), FC(C=1C=C(C(=O)Cl)C=C(C1)C(F)(F)F)(F)F (3,5-bis(trifluoromethyl)benzoyl chloride). Yields the product CN(C(C1=CC(=CC(=C1)C(F)(F)F)C(F)(F)F)=O)C=1C=NC=CC1C1=NC=CC=C1C (N-Methyl-N-(3-methyl-[2,4′]bipyridinyl-3′-yl)-3,5-bis-trifluoromethyl-benzamide). RXN SMILES: [CH3:1][NH:2][C:3]1[CH:4]=[N:5][CH:6]=[CH:7][C:8]=1[C:9]1[C:14]([CH3:15])=[CH:13][CH:12]=[CH:11][N:10]=1.[F:16][C:17]([F:32])([F:31])[C:18]1[CH:19]=[C:20]([CH:24]=[C:25]([C:27]([F:30])([F:29])[F:28])[CH:26]=1)[C:21](Cl)=[O:22]>>[CH3:1][N:2]([C:3]1[CH:4]=[N:5][CH:6]=[CH:7][C:8]=1[C:9]1[C:14]([CH3:15])=[CH:13][CH:12]=[CH:11][N:10]=1)[C:21](=[O:22])[C:20]1[CH:24]=[C:25]([C:27]([F:28])([F:29])[F:30])[CH:26]=[C:18]([C:17]([F:16])([F:31])[F:32])[CH:19]=1. Procedure: The title compound was prepared in analogy to example 55, from methyl-(3-methyl-[2,4]bipyridinyl-3′-yl)-amine and 3,5-bis(trifluoromethyl)benzoyl chloride (CAS RN 1271-19-8) and using preparative HPLC for the chromatographic purification. Off-white solid (20%). MS (ESI): m/z=440.4 [M+H]+. The reactants are 3A, Cl.ClC1=CNC2=CC(=CC=C12)C(=O)N[C@@H](COCC1CCNCC1)C1=CC=CC=C1 (3-chloro-N-[(R)-1-phenyl-2-(piperidin-4-ylmethoxy)-ethyl]-1H-indole-6-carboxamide hydrochloride), C(C)OC1(CC1)O[Si](C)(C)C ([(1-ethoxycyclopropyl)oxy]trimethylsilane). Product: Cl.ClC1=CNC2=CC(=CC=C12)C(=O)N[C@@H](COCC1CCN(CC1)C1CC1)C1=CC=CC=C1 (3-Chloro-N-[(R)-1-phenyl-2-(1-cyclopropylpiperidin-4-yl-methoxy)ethyl]-1H-indole-6-carboxamide hydrochloride). RXN SMILES: Cl.[Cl:2][C:3]1[C:11]2[C:6](=[CH:7][C:8]([C:12]([NH:14][C@H:15]([C:25]3[CH:30]=[CH:29][CH:28]=[CH:27][CH:26]=3)[CH2:16][O:17][CH2:18][CH:19]3[CH2:24][CH2:23][NH:22][CH2:21][CH2:20]3)=[O:13])=[CH:9][CH:10]=2)[NH:5][CH:4]=1.C(O[C:34]1(O[Si](C)(C)C)[CH2:36][CH2:35]1)C>>[ClH:2].[Cl:2][C:3]1[C:11]2[C:6](=[CH:7][C:8]([C:12]([NH:14][C@H:15]([C:25]3[CH:30]=[CH:29][CH:28]=[CH:27][CH:26]=3)[CH2:16][O:17][CH2:18][CH:19]3[CH2:20][CH2:21][N:22]([CH:34]4[CH2:36][CH2:35]4)[CH2:23][CH2:24]3)=[O:13])=[CH:9][CH:10]=2)[NH:5][CH:4]=1 |f:0.1,3.4|. Procedure details: Using alkylation method A with addition of 3A molecular sieves, 3-chloro-N-[(R)-1-phenyl-2-(piperidin-4-ylmethoxy)-ethyl]-1H-indole-6-carboxamide hydrochloride (200 mg, 0.44 mmol) and [(1-ethoxycyclopropyl)oxy]trimethylsilane (0.53 mL, 2.7 mmol) afforded, after purification (SiO2: 0 to 5% isopropylamine in 10:2:2:DCM:EtOAc:hexane) and after conversion to the HCl salt by general method B, 80 mg (40%) of the title compound. Reactants: [H-].[Al+3].[Li+].[H-].[H-].[H-] (Lithium aluminum hydride), [OH-].[Na+] (sodium hydroxide), O (water), C(C(C)C)N1[C@H](CCC1)C(=O)N ((2R)-1-isobutyl-2-pyrrolidinecarboxamide), O (Water). Run in O1CCCC1 (Tetrahydrofuran), O1CCCC1 (tetrahydrofuran), O1CCCC1 (tetrahydrofuran). Conditions: time 10 minute. The product is C(C(C)C)N1[C@H](CCC1)CN ([(2R)-1-isobutylpyrrolidinyl]methanamine). As a reaction SMILES: [H-].[Al+3].[Li+].[H-].[H-].[H-].[CH2:7]([N:11]1[CH2:15][CH2:14][CH2:13][C@@H:12]1[C:16]([NH2:18])=O)[CH:8]([CH3:10])[CH3:9].O.[OH-].[Na+]>O1CCCC1>[CH2:7]([N:11]1[CH2:15][CH2:14][CH2:13][C@@H:12]1[CH2:16][NH2:18])[CH:8]([CH3:10])[CH3:9] |f:0.1.2.3.4.5,8.9|. Procedure: Lithium aluminum hydride [1.0mol soln. in tetrahydrofuran] (11.52 ml, 11.52 mmol) was added to a solution of (2R)-1-isobutyl-2-pyrrolidinecarboxamide (1.3 g, 7.68 mmol) [see preparation 59] in tetrahydrofuran (5 ml) @0° C. The reaction mixture was stirred for 10 mins and then heated to reflux for 6 hrs. Water (0.5 ml) was added to the cooled mixture followed by sodium hydroxide (1.5 ml) and water (1.5 ml). Tetrahydrofuran (10 ml) was added and the mixture was stirred at room temperature for 1 hr... Reactants: C(C)(C)(C)OC(=O)N(C(=N)NC(=O)OC(C)(C)C)OCCCOC1=CC(=CC(=C1)C)OS(=O)(=O)C1=C(C=CC=C1)S(=O)(=O)N1CCN(CC1)C1=C(C=CC=C1)OC (N,N′-bis-(tert-butoxycarbony)-3-[5-methyl-3-(2-(4-(2-methoxyphenyl)piperazinylsulfonyl)phenylsulfonyloxy)phenoxy]propoxyguanidine), Cl.CO (HCl methanol), C(#N)C(C(=O)O)=CC1=CC=C(C=C1)O (α-cyano-4-hydroxycinnamic acid). Yields the product Cl.CC=1C=C(C=C(OCCCONC(=N)N)C1)OS(=O)(=O)C1=C(C=CC=C1)S(=O)(=O)N1CCN(CC1)C1=C(C=CC=C1)OC (3-[5-methyl-3-(2-(4-(2-methoxyphenyl)piperazinylsulfonyl)phenylsulfonyloxy)phenoxy]propoxyguanidine hydrochloride). Yield: 33.0%. As a reaction SMILES: C(OC([N:8]([O:19][CH2:20][CH2:21][CH2:22][O:23][C:24]1[CH:29]=[C:28]([CH3:30])[CH:27]=[C:26]([O:31][S:32]([C:35]2[CH:40]=[CH:39][CH:38]=[CH:37][C:36]=2[S:41]([N:44]2[CH2:49][CH2:48][N:47]([C:50]3[CH:55]=[CH:54][CH:53]=[CH:52][C:51]=3[O:56][CH3:57])[CH2:46][CH2:45]2)(=[O:43])=[O:42])(=[O:34])=[O:33])[CH:25]=1)[C:9]([NH:11]C(OC(C)(C)C)=O)=[NH:10])=O)(C)(C)C.[ClH:58].CO.C(C(=CC1C=CC(O)=CC=1)C(O)=O)#N>>[ClH:58].[CH3:30][C:28]1[CH:27]=[C:26]([O:31][S:32]([C:35]2[CH:40]=[CH:39][CH:38]=[CH:37][C:36]=2[S:41]([N:44]2[CH2:45][CH2:46][N:47]([C:50]3[CH:55]=[CH:54][CH:53]=[CH:52][C:51]=3[O:56][CH3:57])[CH2:48][CH2:49]2)(=[O:42])=[O:43])(=[O:33])=[O:34])[CH:25]=[C:24]([CH:29]=1)[O:23][CH2:22][CH2:21][CH2:20][O:19][NH:8][C:9]([NH2:11])=[NH:10] |f:1.2,4.5|. Procedure details: The title compound was prepared in 33% yield from N,N′-bis-(tert-butoxycarbony)-3-[5-methyl-3-(2-(4-(2-methoxyphenyl)piperazinylsulfonyl)phenylsulfonyloxy)phenoxy]propoxyguanidine, as prepared in the previous step, in a manner analogous to step i of Example 20 (without HCl-methanol acidification). 1H NMR (300 MHz, CDCl3) δ8.21 (m, 2H), 7.81 (t, 1H, J=7.5 Hz), 7.69 (t, 1H, J=7.5 Hz), 7.00 (m, 1H), 6.89 (m, 3H), 6.58 (s, 2H), 6.53 (s, 1H), 3.95 (m, 4H), 3.82 (s, 3H), 3.53 (m, 4H), 3.11 (m, 4H), 2.... Solvent: O1CCOCC1 (1,4-dioxane), O (water). Procedure details: A mixture of 4-(7-bromo-3-methyl-3,4-dihydroisoquinolin-2(1H)-yl)-6-(4-methylpiperazin-1-yl)pyrimidin-2-amine (0.350 g, 0.839 mmol) (Peak 1, Example 49, Step 7), tert-butyl 4-(4,4,5,5-tetramethyl-1,3,2-dioxaborolan-2-yl)-3,6-dihydropyridine-1(2H)-carboxylate (0.311 g, 1.01 mmol), [1,1′-bis(diphenylphosphino)ferrocene]dichloropalladium(II) complex with dichloromethane (1:1) (41.1 mg, 0.0503 mmol), potassium carbonate (0.464 g, 3.35 mmol) in 1,4-dioxane (5.0 mL) and water (2.5 mL) was degassed and... Run at temperature 120 celsius. Yield: 59.6%. Product: NC1=NC(=CC(=N1)N1CC2=CC(=CC=C2CC1C)C=1CCN(CC1)C(=O)OC(C)(C)C)N1CCN(CC1)C (tert-butyl 4-{2-[2-amino-6-(4-methylpiperazin-1-yl)pyrimidin-4-yl]-3-methyl-1,2,3,4-tetrahydroisoquinolin-7-yl}-3,6-dihydropyridine-1(2H)-carboxylate). RXN SMILES: Br[C:2]1[CH:11]=[C:10]2[C:5]([CH2:6][CH:7]([CH3:26])[N:8]([C:12]3[CH:17]=[C:16]([N:18]4[CH2:23][CH2:22][N:21]([CH3:24])[CH2:20][CH2:19]4)[N:15]=[C:14]([NH2:25])[N:13]=3)[CH2:9]2)=[CH:4][CH:3]=1.CC1(C)C(C)(C)OB([C:35]2[CH2:36][CH2:37][N:38]([C:41]([O:43][C:44]([CH3:47])([CH3:46])[CH3:45])=[O:42])[CH2:39][CH:40]=2)O1.ClCCl.C(=O)([O-])[O-].[K+].[K+]>O1CCOCC1.O>[NH2:25][C:14]1[N:13]=[C:12]([N:8]2[CH:7]([CH3:26])[CH2:6][C:5]3[C:10](=[CH:11][C:2]([C:35]4[CH2:40][CH2:39][N:38]([C:41]([O:43][C:44]([CH3:47])([CH3:46])[CH3:45])=[O:42])[CH2:37][CH:36]=4)=[CH:3][CH:4]=3)[CH2:9]2)[CH:17]=[C:16]([N:18]2[CH2:23][CH2:22][N:21]([CH3:24])[CH2:20][CH2:19]2)[N:15]=1 |f:3.4.5|. Reactants: BrC1=CC=C2CC(N(CC2=C1)C1=NC(=NC(=C1)N1CCN(CC1)C)N)C (4-(7-bromo-3-methyl-3,4-dihydroisoquinolin-2(1H)-yl)-6-(4-methylpiperazin-1-yl)pyrimidin-2-amine), CC1(OB(OC1(C)C)C=1CCN(CC1)C(=O)OC(C)(C)C)C (tert-butyl 4-(4,4,5,5-tetramethyl-1,3,2-dioxaborolan-2-yl)-3,6-dihydropyridine-1(2H)-carboxylate), ClCCl (dichloromethane), C([O-])([O-])=O.[K+].[K+] (potassium carbonate). Reactants: BrC=1C=C2C=NN(C2=CC1)C1=C(C=CC=C1)OC (5-bromo-1-(2-methoxy-phenyl)-1H-indazole), ClC1=C(C=CC(=C1)Cl)C(C=O)C (2-(2,4-dichloro-phenyl)-propionaldehyde). The product is ClC1=C(C=CC(=C1)Cl)C(C(O)C=1C=C2C=NN(C2=CC1)C1=C(C=CC=C1)OC)C (2-(2,4-dichloro-phenyl)-1-[1-(2-methoxy-phenyl)-1H-indazol-5-yl]-propan-1-ol). Reaction SMILES: Br[C:2]1[CH:3]=[C:4]2[C:8](=[CH:9][CH:10]=1)[N:7]([C:11]1[CH:16]=[CH:15][CH:14]=[CH:13][C:12]=1[O:17][CH3:18])[N:6]=[CH:5]2.[Cl:19][C:20]1[CH:25]=[C:24]([Cl:26])[CH:23]=[CH:22][C:21]=1[CH:27]([CH3:30])[CH:28]=[O:29]>>[Cl:19][C:20]1[CH:25]=[C:24]([Cl:26])[CH:23]=[CH:22][C:21]=1[CH:27]([CH3:30])[CH:28]([C:2]1[CH:3]=[C:4]2[C:8](=[CH:9][CH:10]=1)[N:7]([C:11]1[CH:16]=[CH:15][CH:14]=[CH:13][C:12]=1[O:17][CH3:18])[N:6]=[CH:5]2)[OH:29]. Procedure details: In analogy to Example 186, 5-bromo-1-(2-methoxy-phenyl)-1H-indazole was reacted with 2-(2,4-dichloro-phenyl)-propionaldehyde to give 2-(2,4-dichloro-phenyl)-1-[1-(2-methoxy-phenyl)-1H-indazol-5-yl]-propan-1-ol which was oxidized to 2-(2,4-dichloro-phenyl)-1-[1-(2-methoxy-phenyl)-1H-indazol-5-yl]-propan-1-one and converted further to the title compound. Colorless solid. MS (m/e)=495.1 [M+H+]. The reactants are CCn1nc(C(C)=O)c(O)c1-c1ccc(C(C)(C)C)cc1, CN(C)C=O, Cl, NNC(=S)Nc1ccc(C(=O)O)cc1, O. Product: CCn1nc(C(C)=NNC(=S)Nc2ccc(C(=O)O)cc2)c(O)c1-c1ccc(C(C)(C)C)cc1. Reaction SMILES: [C:1]([CH3:2])([CH3:3])([CH3:4])[c:5]1[cH:6][cH:7][c:8](-[c:11]2[c:12]([OH:21])[c:13]([C:18]([CH3:19])=[O:20])[n:14][n:15]2[CH2:16][CH3:17])[cH:9][cH:10]1.[CH3:36][N:37]([CH3:38])[CH:39]=[O:40].[ClH:41].[NH:22]([NH2:23])[C:24](=[S:25])[NH:26][c:27]1[cH:28][cH:29][c:30]([C:31](=[O:32])[OH:33])[cH:34][cH:35]1.[OH2:42]>>[C:1]([CH3:2])([CH3:3])([CH3:4])[c:5]1[cH:6][cH:7][c:8](-[c:11]2[c:12]([OH:21])[c:13]([C:18]([CH3:19])=[N:23][NH:22][C:24](=[S:25])[NH:26][c:27]3[cH:28][cH:29][c:30]([C:31](=[O:32])[OH:33])[cH:34][cH:35]3)[n:14][n:15]2[CH2:16][CH3:17])[cH:9][cH:10]1.